This data is from the Open Reaction Database (ORD), a public repository of structured organic reaction records. The task is: describe an organic reaction: reactants, conditions, products, and yield Reactants: C1CCOC1, CC(=O)NC(C)(C)c1ccc(Cl)nc1, Cl. Product: CCNC(C)(C)c1ccc(Cl)nc1. As a reaction SMILES: [CH2:16]1[O:17][CH2:18][CH2:19][CH2:20]1.[Cl:1][c:2]1[cH:3][cH:4][c:5]([C:8]([CH3:9])([CH3:10])[NH:11][C:12]([CH3:13])=[O:14])[cH:6][n:7]1.[ClH:15]>>[Cl:1][c:2]1[cH:3][cH:4][c:5]([C:8]([CH3:9])([CH3:10])[NH:11][CH2:12][CH3:13])[cH:6][n:7]1. Starting materials: C1=C(C=CC2=CC=CC=C12)C(C(=O)OCC)=C (Ethyl 2-(2-naphthyl)-acrylate), C(Cl)(Cl)Cl (chloroform), [OH-].[Na+] (sodium hydroxide). Conditions: time 2 hour. Product: ethyl ester, ClC1(C(C1)(C(=O)O)C1=CC2=CC=CC=C2C=C1)Cl (2,2-dichloro 1-(2-naphthyl)cyclopropanecarboxylic acid). Reaction SMILES: [CH:1]1[C:10]2[C:5](=[CH:6][CH:7]=[CH:8][CH:9]=2)[CH:4]=[CH:3][C:2]=1[C:11](=[CH2:17])[C:12]([O:14]CC)=[O:13].[OH-].[Na+].[CH:20](Cl)([Cl:22])[Cl:21]>>[Cl:21][C:20]1([Cl:22])[CH2:17][C:11]1([C:2]1[CH:3]=[CH:4][C:5]2[C:10](=[CH:9][CH:8]=[CH:7][CH:6]=2)[CH:1]=1)[C:12]([OH:14])=[O:13] |f:1.2|. Procedure details: Ethyl 2-(2-naphthyl)-acrylate (3.86 g) was dissolved in chloroform (4.3 g) tetraethylbenzyl ammonium chloride (36 mg) was added and sodium hydroxide (9 ml; 50%) added dropwise over 10 minutes at room temperature. The reaction mixture was stirred for an additional 2 hours and then quenched in ice water and extracted with ether. The solvent layer was washed sequentially with water, dilute hydrachloric acid and water again, and dried over anhydrous sodium sulphate. After evaporation of the solvents... Reactants: OC1=CC(=NC=2N1N=C(N2)C)CO (7-hydroxy-5-hydroxymethyl-2-methyl-s-triazolo[1,5-a]pyrimidine), CN(C)C=O (DMF), C(C)(=O)O (acetic acid), C1(=CC=C(C=C1)S(=O)(=O)O)C (p-toluenesulfonic acid). Run in CCOCC (ether), C(C)(C)O (isopropanol). Reaction conditions: temperature 50 celsius, time 6 hour. Yields the product C(C)(=O)OCC1=NC=2N(C(=C1)O)N=C(N2)C (5-acetoxymethyl-7-hydroxy-2-methyl-s-triazolo[1,5-a]pyrimidine). RXN SMILES: [OH:1][C:2]1[N:7]2[N:8]=[C:9]([CH3:11])[N:10]=[C:6]2[N:5]=[C:4]([CH2:12][OH:13])[CH:3]=1.CN(C=O)C.[C:19](O)(=[O:21])[CH3:20].C1(C)C=CC(S(O)(=O)=O)=CC=1>CCOCC.C(O)(C)C>[C:19]([O:13][CH2:12][C:4]1[CH:3]=[C:2]([OH:1])[N:7]2[N:8]=[C:9]([CH3:11])[N:10]=[C:6]2[N:5]=1)(=[O:21])[CH3:20]. Procedure: A mixture of 33.06 g of 7-hydroxy-5-hydroxymethyl-2-methyl-s-triazolo[1,5-a]pyrimidine, 500 ml of DMF, 86 ml of anhydrous acetic acid and 1.5 g of p-toluenesulfonic acid was stirred in a bath at 50 ° C. for 6 hours. To an oily isopropanol to dissolve therein, and the solution was dropwise in 4 liters of ether. Precipitates were collected by filtration and dried to obtain 38.08 g of the compound. The reactants are OCCBr, CCOC(=O)C(Nc1ccc(C#N)cc1)c1cc(OCC)cc(OC2CCCNC2)c1F. Yields the product CCOC(=O)C(Nc1ccc(C#N)cc1)c1cc(OCC)cc(OC2CCCN(CCO)C2)c1F. RXN SMILES: [Br:33][CH2:34][CH2:35][OH:36].[CH2:1]([CH3:2])[O:3][C:4]([CH:5]([c:6]1[c:7]([F:22])[c:8]([O:15][CH:16]2[CH2:17][NH:18][CH2:19][CH2:20][CH2:21]2)[cH:9][c:10]([O:12][CH2:13][CH3:14])[cH:11]1)[NH:23][c:24]1[cH:25][cH:26][c:27]([C:30]#[N:31])[cH:28][cH:29]1)=[O:32]>>[CH2:1]([CH3:2])[O:3][C:4]([CH:5]([c:6]1[c:7]([F:22])[c:8]([O:15][CH:16]2[CH2:17][N:18]([CH2:34][CH2:35][OH:36])[CH2:19][CH2:20][CH2:21]2)[cH:9][c:10]([O:12][CH2:13][CH3:14])[cH:11]1)[NH:23][c:24]1[cH:25][cH:26][c:27]([C:30]#[N:31])[cH:28][cH:29]1)=[O:32]. The reactants are CC1S[C@H]2N(C(=C1)C(=O)OCC(Cl)(Cl)Cl)C(C2NC(CC2=CC(=CC=C2)Cl)=O)=O (2,2,2-trichloroethyl 2-methyl-7-[2-(3-chlorophenyl)-acetamido]-3-cephem-4-carboxylate), C(C)(=O)O (Acetic acid). Reagents/catalysts: [Zn] (zinc), [Zn] (zinc). The solvent is CN(C=O)C (dimethylformamide). The product is CC1S[C@H]2N(C(=C1)C(=O)O)C(C2NC(CC2=CC(=CC=C2)Cl)=O)=O (2-methyl-7-[2-(3-chlorophenyl)acetamido]-3-cephem-4-carboxylic acid). Yield: 73.1%. RXN SMILES: C(O)(=O)C.[CH3:5][CH:6]1[CH:11]=[C:10]([C:12]([O:14]CC(Cl)(Cl)Cl)=[O:13])[N:9]2[C:20](=[O:33])[CH:21]([NH:22][C:23](=[O:32])[CH2:24][C:25]3[CH:30]=[CH:29][CH:28]=[C:27]([Cl:31])[CH:26]=3)[C@H:8]2[S:7]1>CN(C)C=O.[Zn]>[CH3:5][CH:6]1[CH:11]=[C:10]([C:12]([OH:14])=[O:13])[N:9]2[C:20](=[O:33])[CH:21]([NH:22][C:23](=[O:32])[CH2:24][C:25]3[CH:30]=[CH:29][CH:28]=[C:27]([Cl:31])[CH:26]=3)[C@H:8]2[S:7]1. Procedure details: Acetic acid (4.1 ml) and zinc powder (3.4 g) were added under stirring and ice-cooling to a solution of 2,2,2-trichloroethyl 2-methyl-7-[2-(3-chlorophenyl)-acetamido]-3-cephem-4-carboxylate (2.6 g) in anhydrous dimethylformamide (30 ml), and the mixture was stirred for 1.5 hours at the same temperature. After the reaction, zinc powder was filtered off, and the filtrate was poured into a mixture of 5% hydrochloric acid (150 ml) and ethyl acetate (75 ml), and then extracted. The extract was washed...